From a dataset of the Open Reaction Database (ORD), a public repository of structured organic reaction records. describe an organic reaction: reactants, conditions, products, and yield Reactants: BrC=1C(=C(C(=O)O)C=C(C1)C)C (3-bromo-2,5-dimethylbenzoic acid). The solvent is C1CCOC1 (THF). The product is BrC=1C(=C(C=C(C1)C)CO)C ((3-bromo-2,5-dimethylphenyl)methanol). Reaction SMILES: [Br:1][C:2]1[C:3]([CH3:12])=[C:4]([CH:8]=[C:9]([CH3:11])[CH:10]=1)[C:5](O)=[O:6]>C1COCC1>[Br:1][C:2]1[C:3]([CH3:12])=[C:4]([CH2:5][OH:6])[CH:8]=[C:9]([CH3:11])[CH:10]=1. Reported procedure: To a solution of 3-bromo-2,5-dimethylbenzoic acid (3.5 g, 15 mmol) in anhydrous THF was added borane THF complex (1.0 M, 25 mL, 25 mmol) at 0° C., then the reaction was warmed to ambient temperature overnight. The reaction was quenched with MeOH and concentrated to afford (3-bromo-2,5-dimethylphenyl)methanol.